This data is from the Open Reaction Database (ORD), a public repository of structured organic reaction records. The task is: describe an organic reaction: reactants, conditions, products, and yield The reactants are CCO, [Na+], CCOC(=O)c1cc(CN2C(=O)C3(COc4cc5c(cc43)OCO5)c3ccccc32)oc1C(F)(F)F, [OH-], O. Yields the product O=C(O)c1cc(CN2C(=O)C3(COc4cc5c(cc43)OCO5)c3ccccc32)oc1C(F)(F)F. As a reaction SMILES: [CH3:39][CH2:40][OH:41].[Na+:38].[O:1]=[C:2]1[N:3]([CH2:22][c:23]2[cH:24][c:25]([C:32](=[O:33])[O:34][CH2:35][CH3:36])[c:26]([C:28]([F:29])([F:30])[F:31])[o:27]2)[c:4]2[cH:5][cH:6][cH:7][cH:8][c:9]2[C:10]12[CH2:11][O:12][c:13]1[c:14]2[cH:15][c:16]2[c:17]([cH:21]1)[O:18][CH2:19][O:20]2.[OH-:37].[OH2:42]>>[O:1]=[C:2]1[N:3]([CH2:22][c:23]2[cH:24][c:25]([C:32](=[O:33])[OH:34])[c:26]([C:28]([F:29])([F:30])[F:31])[o:27]2)[c:4]2[cH:5][cH:6][cH:7][cH:8][c:9]2[C:10]12[CH2:11][O:12][c:13]1[c:14]2[cH:15][c:16]2[c:17]([cH:21]1)[O:18][CH2:19][O:20]2. The reactants are C1(=CC=CC=C1)C1=C(C(C(=O)O)=CC(=C1)C(C1=CC=CC=C1)(C)C)O (3-phenyl-5-(α,α-dimethylbenzyl) salicylic acid), [O-2].[Al+3].[O-2].[O-2].[Al+3] (aluminum oxide), CC(=C)C(=O)OC.C=CC1=CC=CC=C1 (styrene-methyl methacrylate copolymer). Yields the product C=CC1=CC=CC=C1 (styrene), C(C(=C)C)(=O)OC (methyl methacrylate). Yield: 20.0%. RXN SMILES: [C:1]1([C:7]2C=C(C(C)(C)C3C=CC=CC=3)C=C(C(O)=O)[C:8]=2O)[CH:6]=[CH:5][CH:4]=[CH:3][CH:2]=1.[O-2].[Al+3].[O-2].[O-2].[Al+3].[CH3:31][C:32]([C:34]([O:36][CH3:37])=[O:35])=[CH2:33].C=CC1C=CC=CC=1>>[CH2:8]=[CH:7][C:1]1[CH:6]=[CH:5][CH:4]=[CH:3][CH:2]=1.[C:34]([O:36][CH3:37])(=[O:35])[C:32]([CH3:33])=[CH2:31] |f:1.2.3.4.5,6.7|. Procedure: 100 parts of 3-phenyl-5-(α,α-dimethylbenzyl) salicylic acid was mixed by the use of Nauta mixer with 50 parts of aluminum oxide, 50 parts of styrene-methyl methacrylate copolymer which was obtained by the polymerization of 80% styrene and 20% methyl methacrylate and had a molecular weight of about 2,000 and 20 parts of an aqueous solution of 10% polyvinyl alcohol. The resultant mixture was heated and kneaded in an extruder set to 140° C. to obtain a homogeneous mass. The mass was pulverized with... The reactants are ( I ), C(C)(=O)OCC (ethyl acetate), CCCCCCC (n-heptane). Run at temperature 75 celsius. Yields the product C(C)(=O)OCC.CCCCCCC (Ethyl Acetate Heptane). The yield is 72.0%. As a reaction SMILES: [C:1]([O:4][CH2:5][CH3:6])(=[O:3])[CH3:2].[CH3:7][CH2:8][CH2:9][CH2:10][CH2:11][CH2:12][CH3:13]>>[C:1]([O:4][CH2:5][CH3:6])(=[O:3])[CH3:2].[CH3:7][CH2:8][CH2:9][CH2:10][CH2:11][CH2:12][CH3:13] |f:2.3|. Procedure: 5 g of crude (I) wherein n is 1 were loaded in a reactor together with 30 ml of ethyl acetate and the suspension was stirred while heating to 75° C. until complete dissolution of the solid. 15 ml of n-heptane were added and the solution was allowed to reach RT. The suspension was cooled down to 5° C. for 2 hours, filtered and dried under vacuum. A white solid, the so-called Form A, was obtained (3.6 g, 72% yield).